From a dataset of the Open Reaction Database (ORD), a public repository of structured organic reaction records. describe an organic reaction: reactants, conditions, products, and yield Starting materials: C(C)(C)N1N=CN=C1C=1SC=2CCOC3=C(C2N1)C=CC(=C3)C3CN(C3)CC(=O)N (2-{3-[2-(2-isopropyl-2H-[1,2,4]triazol-3-yl)-4,5-dihydro-6-oxa-3-thia-1-aza-benzo[e]azulen-8-yl]-azetidin-1-yl}-acetamide), BrCC(=O)OC(C)(C)C (tert-butyl bromoacetate). The product is C(C)(C)(C)OC(CN1CC(C1)C1=CC2=C(C=3N=C(SC3CCO2)C=2N(N=CN2)C(C)C)C=C1)=O ({3-[2-(2-Isopropyl-2H-[1,2,4]triazol-3-yl)-4,5-dihydro-6-oxa-3-thia-1-aza-benzo[e]azulen-8-yl]-azetidin-1-yl}-acetic acid tert-butyl ester), oil. Yield: 33.0%. Reaction SMILES: [CH:1]([N:4]1[C:8]([C:9]2[S:10][C:11]3[CH2:12][CH2:13][O:14][C:15]4[CH:22]=[C:21]([CH:23]5[CH2:26][N:25](CC(N)=O)[CH2:24]5)[CH:20]=[CH:19][C:16]=4[C:17]=3[N:18]=2)=[N:7][CH:6]=[N:5]1)([CH3:3])[CH3:2].Br[CH2:32][C:33]([O:35][C:36]([CH3:39])([CH3:38])[CH3:37])=[O:34]>>[C:36]([O:35][C:33](=[O:34])[CH2:32][N:25]1[CH2:26][CH:23]([C:21]2[CH:20]=[CH:19][C:16]3[C:17]4[N:18]=[C:9]([C:8]5[N:4]([CH:1]([CH3:3])[CH3:2])[N:5]=[CH:6][N:7]=5)[S:10][C:11]=4[CH2:12][CH2:13][O:14][C:15]=3[CH:22]=2)[CH2:24]1)([CH3:39])([CH3:38])[CH3:37]. Procedure details: Following a similar procedure to 2-{3-[2-(2-isopropyl-2H-[1,2,4]triazol-3-yl)-4,5-dihydro-6-oxa-3-thia-1-aza-benzo[e]azulen-8-yl]-azetidin-1-yl}-acetamide using tert-butyl bromoacetate, {3-[2-(2-Isopropyl-2H-[1,2,4]triazol-3-yl)-4,5-dihydro-6-oxa-3-thia-1-aza-benzo[e]azulen-8-yl]-azetidin-1-yl}-acetic acid tert-butyl ester was isolated as a colourless oil (97 mg, 33%). LCMS: RT=3.63 min, [M+H]+=482 Reactants: Cc1ccc(-c2c(Cl)ncnc2NS(=O)(=O)c2ccc(C(C)(C)C)cc2)cc1, C1CCOC1, CCOC(C)=O, CCS(=O)(=O)N(C)CCO. Product: CCS(=O)(=O)N(C)CCOc1ncnc(NS(=O)(=O)c2ccc(C(C)(C)C)cc2)c1-c1ccc(C)cc1. As a reaction SMILES: [C:1]([CH3:2])([CH3:3])([CH3:4])[c:5]1[cH:6][cH:7][c:8]([S:11](=[O:12])(=[O:13])[NH:14][c:15]2[n:16][cH:17][n:18][c:19]([Cl:28])[c:20]2-[c:21]2[cH:22][cH:23][c:24]([CH3:27])[cH:25][cH:26]2)[cH:9][cH:10]1.[CH2:45]1[O:46][CH2:47][CH2:48][CH2:49]1.[CH3:39][CH2:40][O:41][C:42](=[O:43])[CH3:44].[OH:29][CH2:30][CH2:31][N:32]([S:33](=[O:34])(=[O:35])[CH2:36][CH3:37])[CH3:38]>>[C:1]([CH3:2])([CH3:3])([CH3:4])[c:5]1[cH:6][cH:7][c:8]([S:11](=[O:12])(=[O:13])[NH:14][c:15]2[n:16][cH:17][n:18][c:19]([O:29][CH2:30][CH2:31][N:32]([S:33](=[O:34])(=[O:35])[CH2:36][CH3:37])[CH3:38])[c:20]2-[c:21]2[cH:22][cH:23][c:24]([CH3:27])[cH:25][cH:26]2)[cH:9][cH:10]1. Reactants: CC(C)(C)O, CCOP(OCC)OCC, CC(C)c1ncc([N+](=O)[O-])n1C, Cl, [K], O, CN(C)P(=O)(N(C)C)N(C)C. Product: Cn1c([N+](=O)[O-])cnc1C(C)(C)O. RXN SMILES: [C:16]([CH3:17])([CH3:18])([CH3:19])[OH:20].[CH2:21]([O:22][P:23]([O:24][CH2:25][CH3:26])[O:27][CH2:28][CH3:29])[CH3:30].[CH3:2][n:3]1[c:4]([CH:11]([CH3:12])[CH3:13])[n:5][cH:6][c:7]1[N+:8](=[O:9])[O-:10].[ClH:15].[K:1].[O:14].[O:31]=[P:32]([N:33]([CH3:34])[CH3:35])([N:36]([CH3:37])[CH3:38])[N:39]([CH3:40])[CH3:41]>>[CH3:2][n:3]1[c:4]([C:11]([CH3:12])([CH3:13])[OH:20])[n:5][cH:6][c:7]1[N+:8](=[O:9])[O-:10].